describe an organic reaction: reactants, conditions, products, and yield From a dataset of the Open Reaction Database (ORD), a public repository of structured organic reaction records. Starting materials: COc1ccc(C(C)C)cc1-c1ccc(OCc2ccccc2)cc1CO, ClCCl, O=S(Cl)Cl. Product: COc1ccc(C(C)C)cc1-c1ccc(OCc2ccccc2)cc1CCl. Reaction SMILES: [CH2:1]([c:2]1[cH:3][cH:4][cH:5][cH:6][cH:7]1)[O:8][c:9]1[cH:10][c:11]([CH2:26][OH:27])[c:12](-[c:15]2[c:16]([O:24][CH3:25])[cH:17][cH:18][c:19]([CH:21]([CH3:22])[CH3:23])[cH:20]2)[cH:13][cH:14]1.[CH2:32]([Cl:33])[Cl:34].[S:28]([Cl:29])([Cl:30])=[O:31]>>[CH2:1]([c:2]1[cH:3][cH:4][cH:5][cH:6][cH:7]1)[O:8][c:9]1[cH:10][c:11]([CH2:26][Cl:30])[c:12](-[c:15]2[c:16]([O:24][CH3:25])[cH:17][cH:18][c:19]([CH:21]([CH3:22])[CH3:23])[cH:20]2)[cH:13][cH:14]1. Reactants: ClC=1C=CC(=C(\C=C/2\C(N(CC(NC2)=O)S(=O)(=O)C2=CC=C(C=C2)Cl)=O)C1)O ((6E)-6-(5-chloro-2-hydroxybenzylidene)-4-[(4-chlorophenyl)sulfonyl]-1,4-diazepan-2,5-dione), ClC1=CC=C(C=C1)S(=O)(=O)N (4-chlorobenzenesulfonamide), C(O)([O-])=O.[Na+] (sodium hydrogencarbonate), [I-].[Na+] (sodium iodide), BrCC(=O)OC(C)(C)C (tert-butyl bromoacetate). Run in CN(C=O)C (N,N-dimethylformamide), C(C)(=O)OCC (ethyl acetate). Run at time 17 hour. Yields the product ClC1=CC(=C(OCC(=O)OC(C)(C)C)C=C1)/C=C/1\CNC(CN(C1=O)S(=O)(=O)C1=CC=C(C=C1)Cl)=O (tert-butyl [4-chloro-2-((E)-{1-[(4-chlorophenyl)sulfonyl]-3,7-dioxo-1,4-diazepan-6-ylidene}methyl)phenoxy]acetate). As a reaction SMILES: [Cl:1][C:2]1[CH:3]=[CH:4][C:5]([OH:28])=[C:6]([CH:27]=1)/[CH:7]=[C:8]1/[C:9](=[O:26])[N:10]([S:16]([C:19]2[CH:24]=[CH:23][C:22]([Cl:25])=[CH:21][CH:20]=2)(=[O:18])=[O:17])[CH2:11][C:12](=[O:15])[NH:13][CH2:14]/1.ClC1C=CC(S(N)(=O)=O)=CC=1.C(=O)([O-])O.[Na+].[I-].[Na+].Br[CH2:48][C:49]([O:51][C:52]([CH3:55])([CH3:54])[CH3:53])=[O:50]>CN(C)C=O.C(OCC)(=O)C>[Cl:1][C:2]1[CH:3]=[CH:4][C:5]([O:28][CH2:48][C:49]([O:51][C:52]([CH3:55])([CH3:54])[CH3:53])=[O:50])=[C:6](/[CH:7]=[C:8]2\[CH2:14][NH:13][C:12](=[O:15])[CH2:11][N:10]([S:16]([C:19]3[CH:24]=[CH:23][C:22]([Cl:25])=[CH:21][CH:20]=3)(=[O:18])=[O:17])[C:9]\2=[O:26])[CH:27]=1 |f:2.3,4.5|. Procedure: To (6E)-6-(5-chloro-2-hydroxybenzylidene)-4-[(4-chlorophenyl)sulfonyl]-1,4-diazepan-2,5-dione (364 mg), synthesized from the compound S21 and 4-chlorobenzenesulfonamide by the similar procedure as with Reference Example 117, Reference Example 122, Example 1, and Example 193, in N,N-dimethylformamide (7.3 ml) solution, sodium hydrogencarbonate (89 mg), sodium iodide (12 mg), and tert-butyl bromoacetate (0.19 ml) were added and the mixture was stirred at room temperature for 17 hours. The reaction... Starting materials: CCOC(C)=O, C1CCC2OC2C1, O=c1[nH]nc2c(-c3ccc(Cl)cc3)c(-c3ccc(Cl)cc3)cnn12, [K+], [K+], O=C([O-])[O-], CN(C)C=O. As a reaction SMILES: [CH3:43][CH2:44][O:45][C:46](=[O:47])[CH3:48].[CH:25]12[CH:26]([CH2:27][CH2:28][CH2:29][CH2:30]1)[O:31]2.[Cl:1][c:2]1[cH:3][cH:4][c:5](-[c:8]2[c:9](-[c:18]3[cH:19][cH:20][c:21]([Cl:24])[cH:22][cH:23]3)[c:10]3[n:11]([n:12][cH:13]2)[c:14](=[O:17])[nH:15][n:16]3)[cH:6][cH:7]1.[K+:32].[K+:33].[O-:34][C:35]([O-:36])=[O:37].[O:38]=[CH:39][N:40]([CH3:41])[CH3:42]>>[Cl:1][c:2]1[cH:3][cH:4][c:5](-[c:8]2[c:9](-[c:18]3[cH:19][cH:20][c:21]([Cl:24])[cH:22][cH:23]3)[c:10]3[n:11]([n:12][cH:13]2)[c:14](=[O:17])[n:15]([CH:25]2[CH:26]([OH:31])[CH2:27][CH2:28][CH2:29][CH2:30]2)[n:16]3)[cH:6][cH:7]1. The product is O=c1n(C2CCCCC2O)nc2c(-c3ccc(Cl)cc3)c(-c3ccc(Cl)cc3)cnn12. Starting materials: CC1(C)CC(c2ccccn2)c2cc(C(N)=O)ccc2O1, O=C(OO)c1cccc(Cl)c1, ClCCl, CC(C)(Oc1ccc(C#N)cc1)C(O)Cc1ccncn1. Yields the product CC(C)(Oc1ccc(C#N)cc1)C(O)Cc1ccnc[n+]1[O-]. Reaction SMILES: [CH3:1][C:2]1([CH3:4])[O:3][c:21]2[c:13]([cH:14][c:15]([C:16]([NH2:17])=[O:18])[cH:19][cH:20]2)[CH:6]([c:7]2[cH:8][cH:9][cH:10][cH:11][n:12]2)[CH2:5]1.[Cl:43][c:44]1[cH:45][cH:46][cH:47][c:48]([C:49]([O:50][OH:51])=[O:52])[cH:53]1.[Cl:54][CH2:55][Cl:56].[OH:22][CH:23]([C:24]([O:25][c:26]1[cH:27][cH:28][c:29]([C:30]#[N:31])[cH:32][cH:33]1)([CH3:34])[CH3:35])[CH2:36][c:37]1[n:38][cH:39][n:40][cH:41][cH:42]1>>[O-:3][n+:38]1[c:37]([CH2:36][CH:23]([OH:22])[C:24]([O:25][c:26]2[cH:27][cH:28][c:29]([C:30]#[N:31])[cH:32][cH:33]2)([CH3:34])[CH3:35])[cH:42][cH:41][n:40][cH:39]1. The reactants are [N+](=O)([O-])C1=C(OC2=C(C=C(C=C2)CNC(CCCCCCCC)=O)OC)C=CC=C1 (N-(4-(2-nitrophenoxy)-3-methoxyphenylmethyl)nonanamide), [H][H] (hydrogen). Reported procedure: N-(4-(2-nitrophenoxy)-3-methoxyphenylmethyl)nonanamide (1.23 g) is dissolved in methanol (50 mL). To this is added 10% palladium on charcoal (100.1 mg). The mixture is placed on a Paar shaker for 60 minutes at room temperature and 42 psi hydrogen. The mixture is filtered through celite, evaporated to dryness on a rotary evaporator, then dried overnight at room temperature and reduced pressure (0.5 mm Hg) to yield N-(4-(2-aminophenoxy)-3-methoxyphenylmethyl)nonanamide (1.11 g, 97%). The product is NC1=C(OC2=C(C=C(C=C2)CNC(CCCCCCCC)=O)OC)C=CC=C1 (N-(4-(2-aminophenoxy)-3-methoxyphenylmethyl)nonanamide). Reagents/catalysts: [Pd] (palladium on charcoal). The solvent is CO (methanol). Reaction SMILES: [N+:1]([C:4]1[CH:30]=[CH:29][CH:28]=[CH:27][C:5]=1[O:6][C:7]1[CH:12]=[CH:11][C:10]([CH2:13][NH:14][C:15](=[O:24])[CH2:16][CH2:17][CH2:18][CH2:19][CH2:20][CH2:21][CH2:22][CH3:23])=[CH:9][C:8]=1[O:25][CH3:26])([O-])=O.[H][H]>CO.[Pd]>[NH2:1][C:4]1[CH:30]=[CH:29][CH:28]=[CH:27][C:5]=1[O:6][C:7]1[CH:12]=[CH:11][C:10]([CH2:13][NH:14][C:15](=[O:24])[CH2:16][CH2:17][CH2:18][CH2:19][CH2:20][CH2:21][CH2:22][CH3:23])=[CH:9][C:8]=1[O:25][CH3:26]. Run at time 60 minute. The yield is 97.3%.